This data is from the Open Reaction Database (ORD), a public repository of structured organic reaction records. The task is: describe an organic reaction: reactants, conditions, products, and yield Reactants: C[Si](C)(C)C=[N+]=[N-], CO, Nc1cc(F)ccc1C(=O)O, C1CCOC1. The product is COC(=O)c1ccc(F)cc1N. RXN SMILES: [CH3:12][Si:13]([CH:14]=[N+:15]=[N-:16])([CH3:17])[CH3:18].[CH3:24][OH:25].[F:1][c:2]1[cH:3][c:4]([NH2:11])[c:5]([C:6](=[O:7])[OH:8])[cH:9][cH:10]1.[O:19]1[CH2:20][CH2:21][CH2:22][CH2:23]1>>[F:1][c:2]1[cH:3][c:4]([NH2:11])[c:5]([C:6]([O:7][CH3:12])=[O:8])[cH:9][cH:10]1. Starting materials: Cl (hydrochloric acid), ClC1=CC=C(C=C1)NCCOC1=CC=C(C(=O)OC)C=C1 (Methyl 4-[2-[N-(4-chlorophenyl)amino]ethoxy]benzoate), CCOCC (ether), [OH-].[Na+] (sodium hydroxide), Cl (hydrochloric acid). The solvent is CO (methanol), O (water), CO (methanol), CO (methanol). Run at temperature 60 celsius, time 3 hour. Yields the product Cl.ClC1=CC=C(C=C1)NCCOC1=CC=C(C(=O)O)C=C1 (4-[2-[N-(4-Chlorophenyl)amino]ethoxy]benzoic acid hydrochloride). Yield: 144.4%. RXN SMILES: [Cl:1][C:2]1[CH:7]=[CH:6][C:5]([NH:8][CH2:9][CH2:10][O:11][C:12]2[CH:21]=[CH:20][C:15]([C:16]([O:18]C)=[O:17])=[CH:14][CH:13]=2)=[CH:4][CH:3]=1.[OH-].[Na+].Cl.CCOCC>CO.O>[ClH:1].[Cl:1][C:2]1[CH:3]=[CH:4][C:5]([NH:8][CH2:9][CH2:10][O:11][C:12]2[CH:13]=[CH:14][C:15]([C:16]([OH:18])=[O:17])=[CH:20][CH:21]=2)=[CH:6][CH:7]=1 |f:1.2,7.8|. Procedure details: Methyl 4-[2-[N-(4-chlorophenyl)amino]ethoxy]benzoate (0.4 g) was suspended in methanol (20 ml), and thereto a solution of sodium hydroxide (0.16 g) in water (5 ml) was added, and the mixture was heated with stirring at 60° C. for 3 hours. The reaction mixture was cooled, and neutralized with hydrochloric acid and concentrated under reduced pressure. After adding water thereto, the resulting residue was crushed, then, collected by filtration to give crude crystal. An equivalent amount of hydrochl...